From a dataset of the Open Reaction Database (ORD), a public repository of structured organic reaction records. describe an organic reaction: reactants, conditions, products, and yield Reactants: COC(=O)C=1OC(=CC1)C(=O)C=1C=CC(C2=C3C(=NC21)CCCC3)CCCCCCCC (5-[(1,2,3,4-tetrahydro-9-octyl-9H-dibenzo[b,d]pyrrol-6-yl)carbonyl]-2-furancarboxylic acid methyl ester), C(C(=O)O)(=O)O (oxalic acid), Cl (HCl). Product: C(CCCCCCC)C1C=CC(=C2C1=C1C(=N2)CCCC1)C(=O)C1=CC=C(O1)C(=O)O (5-[(1,2,3,4-tetrahydro-9-octyl-9H-dibenzo[b,d]pyrrol-6-yl)carbonyl]-2-furan carboxylic acid). Isolated yield 49.9%. RXN SMILES: C[O:2][C:3]([C:5]1[O:6][C:7]([C:10]([C:12]2[CH:13]=[CH:14][CH:15]([CH2:25][CH2:26][CH2:27][CH2:28][CH2:29][CH2:30][CH2:31][CH3:32])[C:16]3[C:20]=2[N:19]=[C:18]2[CH2:21][CH2:22][CH2:23][CH2:24][C:17]=32)=[O:11])=[CH:8][CH:9]=1)=[O:4].C(O)(=O)C(O)=O.Cl>>[CH2:25]([CH:15]1[C:16]2=[C:17]3[CH2:24][CH2:23][CH2:22][CH2:21][C:18]3=[N:19][C:20]2=[C:12]([C:10]([C:7]2[O:6][C:5]([C:3]([OH:4])=[O:2])=[CH:9][CH:8]=2)=[O:11])[CH:13]=[CH:14]1)[CH2:26][CH2:27][CH2:28][CH2:29][CH2:30][CH2:31][CH3:32]. Procedure details: The hydrolysis of 2.9 g of methyl ester from Example 156 was carried out by using the conditions described in Example 137 except that a saturated solution of oxalic acid was used for the acidification of the reaction mixture instead of 2N-HCl. There was obtained 5-[(1,2,3,4-tetrahydro-9-octyl-9H-dibenzo[b,d]pyrrol-6-yl)carbonyl]-2-furan carboxylic acid (1.4 g; 50%) after repeated crystallizations from ethyl acetate as a yellow solid, mp 140.5°-42.5° C.